Dataset: the Open Reaction Database (ORD), a public repository of structured organic reaction records. Task: describe an organic reaction: reactants, conditions, products, and yield Starting materials: C1(=CC=CC=C1)OC (anisole), Cl (hydrochloric acid), [Cl-].[Al+3].[Cl-].[Cl-] (aluminum chloride), C(\C=C\C)(=O)Cl (crotonyl chloride). The solvent is O (water), C(=S)=S (carbon disulfide), C(=S)=S (carbon disulfide). Product: C(=CC)C(=O)C1=CC=C(C=C1)OC (p-methoxyphenyl propenyl ketone). RXN SMILES: [C:1]1([O:7][CH3:8])[CH:6]=[CH:5][CH:4]=[CH:3][CH:2]=1.[Cl-].[Al+3].[Cl-].[Cl-].[C:13](Cl)(=[O:17])/[CH:14]=[CH:15]/[CH3:16].Cl>O.C(=S)=S>[CH:14]([C:13]([C:4]1[CH:5]=[CH:6][C:1]([O:7][CH3:8])=[CH:2][CH:3]=1)=[O:17])=[CH:15][CH3:16] |f:1.2.3.4|. Procedure: Into a round bottom three-necked flask equipped with a stirrer, a reflux condenser, and a dropping funnel were placed 583 g. of anisole, 720 g. of aluminum chloride, and 2.37 liters of carbon disulfide. The reaction solution was stirred and 565 g. of crotonyl chloride were added by dropwise addition at such a rate as to maintain a continuous reflux. As the reaction mixture thickened, an additional 2.37 liters of carbon disulfide were added. The resulting reaction mixture which had the consistenc... Reactants: CC1=C(N)C(=CC=C1)C (2,6-dimethylaniline), BrCC(=O)O (bromoacetic acid), 2-bromo-N-(2, 60-dimethylphenyl)acetamide DCC. Run in C(Cl)Cl (CH2Cl2). The product is BrCC(=O)NC1=C(C=CC=C1C)C (2-bromo-N-(2,6-dimethylphenyl)acetamide). Yield: 112.1%. As a reaction SMILES: [CH3:1][C:2]1[CH:8]=[CH:7][CH:6]=[C:5]([CH3:9])[C:3]=1[NH2:4].[Br:10][CH2:11][C:12](O)=[O:13]>C(Cl)Cl>[Br:10][CH2:11][C:12]([NH:4][C:3]1[C:5]([CH3:9])=[CH:6][CH:7]=[CH:8][C:2]=1[CH3:1])=[O:13]. Reported procedure: See FIG. 2, Formula T2. 8.1 Preparation of 2-bromo-N-(2, 60-dimethylphenyl)acetamide DCC (14.5 g; 70 mmol) was added to a cold solution of 2,6-dimethylaniline (8.5 g; 70 mmol) and bromoacetic acid (9.75 g; 70 mmol) in dry CH2Cl2 (400 mL) in portions over 30 min. The mixture was allowed to warm to room temperature overnight with stirring. It was then filtered, and the filtrate evaporated to dryness. The residual solid was dissolved in EtOAc (200 mL) and CH2C2 (200 mL). The mixture was filtered, a... Yields the product FC(C1=NC(=C(C(=C1C(=O)OC)CC(C)C)C(C(C)C)O)C(F)(F)F)F (methyl 2-(difluoromethyl)-5-(1-hydroxy-2-methylpropyl)-4-(2-methylpropyl)-6-(trifluoromethyl)-3-pyridinecarboxylate). RXN SMILES: N1C=CC=[CH:3][C:2]=1[CH:7]=O.C([Mg]Cl)(C)C.[F:14][CH:15]([F:36])[C:16]1[C:21]([C:22]([O:24][CH3:25])=[O:23])=[C:20]([CH2:26][CH:27]([CH3:29])[CH3:28])[C:19]([CH:30]=[O:31])=[C:18]([C:32]([F:35])([F:34])[F:33])[N:17]=1.Cl>CCOCC.O>[F:36][CH:15]([F:14])[C:16]1[C:21]([C:22]([O:24][CH3:25])=[O:23])=[C:20]([CH2:26][CH:27]([CH3:29])[CH3:28])[C:19]([CH:30]([OH:31])[CH:2]([CH3:7])[CH3:3])=[C:18]([C:32]([F:35])([F:33])[F:34])[N:17]=1. Reported procedure: This example illustrates the preparation of Compound 14, an example of the condensation of a pyridine aldehyde and an organometallic reagent, followed by oxidation of the secondary alcohol. A solution of 2M isopropylmagnesium chloride in ether (40 mL) (Aldrich) was added in a slow stream to a solution of methyl 2-(difluoromethyl)-5-formyl-4-(2-methylpropyl)-6-(trifluoromethyl)-3-pyridinecarboxylate (7 g, 20 mmol) in anhydrous ether (30 mL) at -30° to -20° C. After the mixture was stirred for 3 h... Run in O (water), CCOCC (ether), CCOCC (ether). Run at time 3 hour. The reactants are secondary alcohol, Compound 14, Cl (HCl), N1=C(C=CC=C1)C=O (pyridine aldehyde), organometallic, C(C)(C)[Mg]Cl (isopropylmagnesium chloride), FC(C1=NC(=C(C(=C1C(=O)OC)CC(C)C)C=O)C(F)(F)F)F (methyl 2-(difluoromethyl)-5-formyl-4-(2-methylpropyl)-6-(trifluoromethyl)-3-pyridinecarboxylate). The reactants are Cl.N1(CCCCC1)C=1C=C2CCCC(C2=CC1)=O (6-piperidino-3,4-dihydro-1(2H)-naphthalenone hydrochloride), C=O (formalin), C(O)([O-])=O.[Na+] (sodium hydrogen carbonate), Cl.C(C1=CC=CC=C1)(C1=CC=CC=C1)N1CCNCC1 (1-benzhydrylpiperazine hydrochloride), aqueous solution. Run in C(C)O (ethanol). Reaction conditions: time 10 day. Product: C(C1=CC=CC=C1)(C1=CC=CC=C1)N1CCN(CC1)CC1C(C2=CC=C(C=C2CC1)N1CCCCC1)=O (2-[(4-benzhydryl-1-piperazinyl)methyl]-6-piperidino-3,4-dihydro-1(2H)-naphthalenone). As a reaction SMILES: Cl.[N:2]1([C:8]2[CH:9]=[C:10]3[C:15](=[CH:16][CH:17]=2)[C:14](=[O:18])[CH2:13][CH2:12][CH2:11]3)[CH2:7][CH2:6][CH2:5][CH2:4][CH2:3]1.Cl.[CH:20]([N:33]1[CH2:38][CH2:37][NH:36][CH2:35][CH2:34]1)([C:27]1[CH:32]=[CH:31][CH:30]=[CH:29][CH:28]=1)[C:21]1[CH:26]=[CH:25][CH:24]=[CH:23][CH:22]=1.C=O.[C:41](=O)([O-])O.[Na+]>C(O)C>[CH:20]([N:33]1[CH2:38][CH2:37][N:36]([CH2:41][CH:13]2[CH2:12][CH2:11][C:10]3[C:15](=[CH:16][CH:17]=[C:8]([N:2]4[CH2:3][CH2:4][CH2:5][CH2:6][CH2:7]4)[CH:9]=3)[C:14]2=[O:18])[CH2:35][CH2:34]1)([C:27]1[CH:32]=[CH:31][CH:30]=[CH:29][CH:28]=1)[C:21]1[CH:26]=[CH:25][CH:24]=[CH:23][CH:22]=1 |f:0.1,2.3,5.6|. Procedure details: In 50 ml. of ethanol was dissolved a mixture of 2 g. of 6-piperidino-3,4-dihydro-1(2H)-naphthalenone hydrochloride, 4 g. of 1-benzhydrylpiperazine hydrochloride and 4 g. of a 37% aqueous solution of formalin. The solution was allowed to stand at room temperature for 10 days, after which it was neutralized with aqueous sodium hydrogen carbonate and extracted with chloroform. The extract was dried and the solvent was distilled off under reduced pressure, whereby 2-[(4-benzhydryl-1-piperazinyl)meth... Yields the product NCCCCCC[C@@H](C(=O)O)N[C@@H]1C(N(C[C@H](SC1)C1=CC=CC=C1)CC(=O)O)=O (rel-α-{6(R)-[7-Amino-1(S)-carboxyheptylamino]-5-oxo-2(R)-phenylperhydro-1,4-thiazepin-4-yl}acetic acid). RXN SMILES: [NH2:1][CH2:2][CH2:3][CH2:4][CH2:5][CH2:6][CH2:7][C@H:8]([NH:14][C@H:15]1[CH2:21][S:20][C@H:19]([C:22]2[CH:27]=[CH:26][CH:25]=[CH:24][CH:23]=2)[CH2:18][N:17]([CH2:28][C:29]([OH:31])=[O:30])[C:16]1=[O:32])[C:9]([O:11]CC)=[O:10].Cl>[OH-].[Na+]>[NH2:1][CH2:2][CH2:3][CH2:4][CH2:5][CH2:6][CH2:7][C@H:8]([NH:14][C@H:15]1[CH2:21][S:20][C@H:19]([C:22]2[CH:23]=[CH:24][CH:25]=[CH:26][CH:27]=2)[CH2:18][N:17]([CH2:28][C:29]([OH:31])=[O:30])[C:16]1=[O:32])[C:9]([OH:11])=[O:10] |f:2.3|. The solvent is aqueous solution, [OH-].[Na+] (sodium hydroxide). Reactants: NCCCCCC[C@@H](C(=O)OCC)N[C@@H]1C(N(C[C@H](SC1)C1=CC=CC=C1)CC(=O)O)=O (rel-α-{6(R)-[7-Amino-1(S)-ethoxycarbonylheptylamino]-5-oxo-2(R)-phenylperhydro-1,4-thiazepin-4-yl}acetic acid), Cl (hydrochloric acid). Procedure: 59.0 mg rel-α-{6(R)-[7-amino-1(S)-ethoxycarbonylheptylamino]-5-oxo-3(R)-phenylperhydro-1,4-thiazepin-4-yl]acetic acid (prepared as described in Example 8) were dissolved in 1.0 ml of a 0.5N aqueous solution of sodium hydroxide, and the mixture was stirred at room temperature for 3 hours. At the end of this time, the reaction mixture was adjusted to a pH value of 4.5 by the addition of 1N aqueous hydrochloric acid and was then concentrated by evaporation under reduced pressure to precipitate 45 m... Run at time 3 hour. Reactants: potassium salts, CO[Si](OC)(OC)OC (tetramethoxy-silane), [OH-].[K+] (potassium hydroxide). Solvent: CO (methanol), CO (methanol). Product: CO[Si]([O-])(OC)OC.[K+] (potassium trimethoxysilanolate), solid. Yield: 100.0%. As a reaction SMILES: [CH3:1][O:2][Si:3]([O:8]C)([O:6][CH3:7])[O:4][CH3:5].[OH-].[K+:11]>CO>[CH3:1][O:2][Si:3]([O:6][CH3:7])([O:4][CH3:5])[O-:8].[K+:11] |f:1.2,4.5|. Procedure: A solution of 91.2 gm (0.7 mol) of tetramethoxy-silane in 100 ml of methanol was mixed with a solution of 33.0 gm of 85% potassium hydroxide solution (0.5 mol KOH) in 200 ml of methanol. The mixture was heated for about 15 minutes under reflux. Subsequently methanol and excess tetramethoxy-silane were distilled off under a water jet vacuum. Instead of the theoretically expected 88.2 gm (0.5 mol) of potassium trimethoxysilanolate, 84.5 gm of solid potassium salts were obtained, that is, in additi... The reactants are CN1C(NC2=CC=CC=C2C1(C1=CC=CC=C1)C)=O (3,4-Dimethyl-4-phenyl-3,4-dihydro-1H-quinazolin-2-one), C1CC(=O)N(C1=O)Br (NBS). Solvent: C(Cl)Cl (DCM), C(Cl)Cl (DCM). Conditions: time 8 hour. The product is BrC=1C=C2C(N(C(NC2=CC1)=O)C)(C1=CC=CC=C1)C (6-Bromo-3,4-dimethyl-4-phenyl-3,4-dihydro-1H-quinazolin-2-one). RXN SMILES: [CH3:1][N:2]1[C:11]([CH3:18])([C:12]2[CH:17]=[CH:16][CH:15]=[CH:14][CH:13]=2)[C:10]2[C:5](=[CH:6][CH:7]=[CH:8][CH:9]=2)[NH:4][C:3]1=[O:19].C1C(=O)N([Br:27])C(=O)C1>C(Cl)Cl>[Br:27][C:8]1[CH:9]=[C:10]2[C:5](=[CH:6][CH:7]=1)[NH:4][C:3](=[O:19])[N:2]([CH3:1])[C:11]2([CH3:18])[C:12]1[CH:13]=[CH:14][CH:15]=[CH:16][CH:17]=1. Procedure details: To a solution of 3,4-Dimethyl-4-phenyl-3,4-dihydro-1H-quinazolin-2-one (0.4 g, 1.59 mmol) in DCM (5 mL) is added NBS (0.28 g, 1.59 mmol). After the addition the mixture is stirred at room temperature overnight. The mixture is diluted with DCM, washed with H2O, dried over anhydrous Na2SO4, filtered and concentrated. The residue is purified by chromatography on silica gel to give product. The reactants are OC1=CC=C(C=C1)C=1OC2=C(C1)C=CC=C2 (2-p-hydroxyphenylbenzofuran), C(C)N(CC)CCCCl (diethylaminopropyl chloride), [Na] (sodium), C[O-].[Na+] (sodium methoxide). Solvent: C1(=CC=CC=C1)C (toluene), CO (methanol), CO (methanol). Yields the product C(C)N(CCCOC1=CC=C(C=C1)C=1OC2=C(C1)C=CC=C2)CC (2-[4'-(3-diethylaminopropoxy)phenyl]benzofuran). RXN SMILES: [OH:1][C:2]1[CH:7]=[CH:6][C:5]([C:8]2[O:9][C:10]3[CH:16]=[CH:15][CH:14]=[CH:13][C:11]=3[CH:12]=2)=[CH:4][CH:3]=1.C[O-].[Na+].[Na].[CH2:21]([N:23]([CH2:26][CH2:27][CH2:28]Cl)[CH2:24][CH3:25])[CH3:22]>CO.C1(C)C=CC=CC=1>[CH2:21]([N:23]([CH2:24][CH3:25])[CH2:26][CH2:27][CH2:28][O:1][C:2]1[CH:7]=[CH:6][C:5]([C:8]2[O:9][C:10]3[CH:16]=[CH:15][CH:14]=[CH:13][C:11]=3[CH:12]=2)=[CH:4][CH:3]=1)[CH3:22] |f:1.2,^1:19|. Reported procedure: A solution of 4.9 g. (0.023 mol.) of 2-p-hydroxyphenylbenzofuran in 75 ml. of toluene and 5 ml. of methanol was added to a sodium methoxide solution prepared by dissolving 0.54 g. (0.023 g.-atom) of sodium in 25 ml. of methanol. The mixture was refluxed for 15 minutes, then the methanol was removed by distillation and 3.48 g. (0.023 mol.) of diethylaminopropyl chloride was added and the resulting reaction mixture was refluxed for four hours. The mixture was filtered and the filtrate concentrated... Starting materials: C(C)N(N1C=C(C(C=2C=C3C(=CC12)OCO3)=O)C(=O)OCC)C=O (ethyl 5-[ethyl(formyl)amino]-5,8-dihydro-8-oxo-1,3-dioxolo[4,5-g]-quinoline-7-carboxylate), [OH-].[K+] (potassium hydroxide). Solvent: C(C)O (ethanol), C(C)O (ethanol), O (water). Reaction conditions: time 1 hour. Yields the product C(C)NN1C=C(C(C=2C=C3C(=CC12)OCO3)=O)C(=O)O (5-(ethylamino)-5,8-dihydro-8-oxo-1,3-dioxolo[4,5-g]quinoline-7-carboxylic acid). Yield: 120.7%. RXN SMILES: [CH2:1]([N:3](C=O)[N:4]1[C:13]2[CH:12]=[C:11]3[O:14][CH2:15][O:16][C:10]3=[CH:9][C:8]=2[C:7](=[O:17])[C:6]([C:18]([O:20]CC)=[O:19])=[CH:5]1)[CH3:2].[OH-].[K+]>C(O)C.O>[CH2:1]([NH:3][N:4]1[C:13]2[CH:12]=[C:11]3[O:14][CH2:15][O:16][C:10]3=[CH:9][C:8]=2[C:7](=[O:17])[C:6]([C:18]([OH:20])=[O:19])=[CH:5]1)[CH3:2] |f:1.2|. Reported procedure: To a stirred suspension of 2 g (0.006 mole) of ethyl 5-[ethyl(formyl)amino]-5,8-dihydro-8-oxo-1,3-dioxolo[4,5-g]-quinoline-7-carboxylate (Example 8) in 53.8 ml of refluxing ethanol was added a solution of 0.9 g (0.014 mole) of potassium hydroxide in 3 ml of water over a period of about two minutes. After a few more minutes of reflux, 30 ml of additional ethanol was added and reflux continued for one hour. The reaction mixture was allowed to stand overnight, then chilled in an ice-bath, and the s... Reactants: NC[C@@H]1CO[C@@H](CN1C(=O)OC(C)(C)C)CCC1=C(C=CC=C1)NC([C@@H](NC(=O)OC)C(C1=CC=CC=C1)C1=CC=CC=C1)=O (tert-butyl (2R,5R)-5-(aminomethyl)-2-[2-(2-{[N-(methoxycarbonyl)-β-phenyl-L-phenylalanyl]amino}phenyl)ethyl]morpholine-4-carboxylate), N1=CC=CC=C1 (pyridine), C1(=CC=CC=C1)S(=O)(=O)Cl (benzene sulfonyl chloride). Solvent: C(Cl)Cl (DCM), C(Cl)Cl (CH2Cl2). Reaction conditions: time 4 hour. The product is COC(=O)N[C@@H](C(C1=CC=CC=C1)C1=CC=CC=C1)C(=O)NC1=C(C=CC=C1)CC[C@@H]1CN([C@@H](CO1)CNS(=O)(=O)C1=CC=CC=C1)C(=O)OC(C)(C)C (tert-butyl (2R,5R)-2-[2-(2-{[N-(methoxycarbonyl)-β-phenyl-L-phenylalanyl]amino}phenyl)ethyl]-5-{[(phenylsulfonyl)amino]methyl}morpholine-4-carboxylate). Reaction SMILES: [NH2:1][CH2:2][C@H:3]1[N:8]([C:9]([O:11][C:12]([CH3:15])([CH3:14])[CH3:13])=[O:10])[CH2:7][C@@H:6]([CH2:16][CH2:17][C:18]2[CH:23]=[CH:22][CH:21]=[CH:20][C:19]=2[NH:24][C:25](=[O:45])[C@H:26]([CH:32]([C:39]2[CH:44]=[CH:43][CH:42]=[CH:41][CH:40]=2)[C:33]2[CH:38]=[CH:37][CH:36]=[CH:35][CH:34]=2)[NH:27][C:28]([O:30][CH3:31])=[O:29])[O:5][CH2:4]1.N1C=CC=CC=1.[C:52]1([S:58](Cl)(=[O:60])=[O:59])[CH:57]=[CH:56][CH:55]=[CH:54][CH:53]=1>C(Cl)Cl>[CH3:31][O:30][C:28]([NH:27][C@H:26]([C:25]([NH:24][C:19]1[CH:20]=[CH:21][CH:22]=[CH:23][C:18]=1[CH2:17][CH2:16][C@H:6]1[O:5][CH2:4][C@@H:3]([CH2:2][NH:1][S:58]([C:52]2[CH:57]=[CH:56][CH:55]=[CH:54][CH:53]=2)(=[O:60])=[O:59])[N:8]([C:9]([O:11][C:12]([CH3:14])([CH3:15])[CH3:13])=[O:10])[CH2:7]1)=[O:45])[CH:32]([C:39]1[CH:44]=[CH:43][CH:42]=[CH:41][CH:40]=1)[C:33]1[CH:38]=[CH:37][CH:36]=[CH:35][CH:34]=1)=[O:29]. Procedure details: To a solution of tert-butyl (2R,5R)-5-(aminomethyl)-2-[2-(2-{[N-(methoxycarbonyl)-β-phenyl-L-phenylalanyl]amino}phenyl)ethyl]morpholine-4-carboxylate (1 eq.) in DCM (0.1M) were added pyridine (3 eq) and benzene sulfonyl chloride (1.3 eq). The reaction mixture was stirred for 4 hrs at room temperature, diluted with CH2Cl2 and the organic layer was washed with aqueous saturated sodium bicarbonate. The organic layer was dried over Na2SO4, filtered and concentrated under reduced pressure. The residu...